The task is: describe an organic reaction: reactants, conditions, products, and yield. This data is from the Open Reaction Database (ORD), a public repository of structured organic reaction records. Reaction SMILES: [NH2:1][C:2]1[C:11]([CH3:12])=[CH:10][CH:9]=[CH:8][C:3]=1[C:4]([NH:6][CH3:7])=[O:5].[Cl:13][C:14]1[N:19]=[C:18](Cl)[C:17]([Cl:21])=[CH:16][N:15]=1.C(=O)([O-])[O-].[K+].[K+]>CN1CCCC1=O.C(OCC)(=O)C>[Cl:13][C:14]1[N:19]=[C:18]([NH:1][C:2]2[C:11]([CH3:12])=[CH:10][CH:9]=[CH:8][C:3]=2[C:4]([NH:6][CH3:7])=[O:5])[C:17]([Cl:21])=[CH:16][N:15]=1 |f:2.3.4|. The yield is 18.8%. Reactants: NC1=C(C(=O)NC)C=CC=C1C (2-amino-N,3-dimethylbenzamide), ClC1=NC=C(C(=N1)Cl)Cl (2,4,5-trichloropyrimidine), C([O-])([O-])=O.[K+].[K+] (potassium carbonate). Yields the product ClC1=NC=C(C(=N1)NC1=C(C(=O)NC)C=CC=C1C)Cl (2-(2,5-dichloropyrimidin-4-ylamino)-N,3-dimethylbenzamide). The solvent is C(C)(=O)OCC (ethyl acetate), CN1C(CCC1)=O (N-methylpyrrolidinone). Procedure: A solution of 2-amino-N,3-dimethylbenzamide (562 mg) and 2,4,5-trichloropyrimidine (1.3 g) in N-methylpyrrolidinone (20 mL) were heated with potassium carbonate (2 g) at 80° C. for 16 hours. The mixture was diluted with ethyl acetate, washed three times with brine, dried with sodium sulfate, filtered, and concentrated. Column chromatography (20-30% ethyl acetate in methylene chloride) followed by trituration with ethyl ether provided 200 mg of 2-(2,5-dichloropyrimidin-4-ylamino)-N,3-dimethylbenz... The reactants are C, CCOC(=O)C=Cc1cc2cc(OCOC)ccc2s1, CCOC(C)=O, [Pd]. The product is CCOC(=O)CCc1cc2cc(OCOC)ccc2s1. RXN SMILES: [C:27].[CH3:1][O:2][CH2:3][O:4][c:5]1[cH:6][cH:7][c:8]2[c:9]([cH:10][c:11]([CH:13]=[CH:14][C:15](=[O:16])[O:17][CH2:18][CH3:19])[s:12]2)[cH:20]1.[CH3:21][CH2:22][O:23][C:24](=[O:25])[CH3:26].[Pd:28]>>[CH3:1][O:2][CH2:3][O:4][c:5]1[cH:6][cH:7][c:8]2[c:9]([cH:10][c:11]([CH2:13][CH2:14][C:15](=[O:16])[O:17][CH2:18][CH3:19])[s:12]2)[cH:20]1. Starting materials: Brc1cnc2ccccc2c1, CC(C)=O, ClC(Cl)Cl, [Na+], O=C([O-])O. Yields the product [O-][n+]1cc(Br)cc2ccccc21. RXN SMILES: [Br:1][c:2]1[cH:3][n:4][c:5]2[cH:6][cH:7][cH:8][cH:9][c:10]2[cH:11]1.[CH3:12][C:13]([CH3:14])=[O:15].[Cl:21][CH:22]([Cl:23])[Cl:24].[Na+:20].[O-:16][C:17]([OH:18])=[O:19]>>[Br:1][c:2]1[cH:3][n+:4]([O-:15])[c:5]2[cH:6][cH:7][cH:8][cH:9][c:10]2[cH:11]1. Reactants: CC(=O)OC1CSC(Oc2ccnc(Br)c2)C(OC(C)=O)C1OC(C)=O, OB(O)c1ccncc1. The product is CC(=O)OC1CSC(Oc2ccnc(-c3ccncc3)c2)C(OC(C)=O)C1OC(C)=O. RXN SMILES: [C:1]([CH3:2])(=[O:3])[O:4][CH:5]1[CH:6]([O:7][c:8]2[cH:9][c:10]([Br:14])[n:11][cH:12][cH:13]2)[S:15][CH2:16][CH:17]([O:23][C:24]([CH3:25])=[O:26])[CH:18]1[O:19][C:20]([CH3:21])=[O:22].[n:27]1[cH:28][cH:29][c:30]([B:33]([OH:34])[OH:35])[cH:31][cH:32]1>>[C:1]([CH3:2])(=[O:3])[O:4][CH:5]1[CH:6]([O:7][c:8]2[cH:9][c:10](-[c:30]3[cH:29][cH:28][n:27][cH:32][cH:31]3)[n:11][cH:12][cH:13]2)[S:15][CH2:16][CH:17]([O:23][C:24]([CH3:25])=[O:26])[CH:18]1[O:19][C:20]([CH3:21])=[O:22].